The task is: describe an organic reaction: reactants, conditions, products, and yield. This data is from the Open Reaction Database (ORD), a public repository of structured organic reaction records. Starting materials: Cl.Cl.CN([C@H]1CN(CC1)CC(C1=CC=CC2=CC=CC=C12)C1(CCCCC1)O)C (1-[2-[(3R)-3-(dimethylamino)pyrrolidin-1-yl]-1-(1-naphthyl)ethyl]cyclohexanol dihydrochloride), Cl.Cl.N[C@H]1CN(CC1)CC(C1=CC=CC2=CC=CC=C12)C1(CCCCC1)O (1-[2-[(3R)-3-aminopyrrolidin-1-yl]-1-(1-naphthyl)ethyl]cyclohexanol dihydrochloride). Yields the product CN([C@H]1CN(CC1)CC(C1=CC=CC2=CC=CC=C12)C1(CCCCC1)O)C (1-[2-[(3R)-3-(dimethylamino)pyrrolidin-1-yl]-1-(1-naphthyl)ethyl]cyclohexanol). Reaction SMILES: Cl.Cl.[CH3:3][N:4]([CH3:29])[C@@H:5]1[CH2:9][CH2:8][N:7]([CH2:10][CH:11]([C:22]2([OH:28])[CH2:27][CH2:26][CH2:25][CH2:24][CH2:23]2)[C:12]2[C:21]3[C:16](=[CH:17][CH:18]=[CH:19][CH:20]=3)[CH:15]=[CH:14][CH:13]=2)[CH2:6]1.Cl.Cl.N[C@@H]1CCN(CC(C2(O)CCCCC2)C2C3C(=CC=CC=3)C=CC=2)C1>>[CH3:29][N:4]([CH3:3])[C@@H:5]1[CH2:9][CH2:8][N:7]([CH2:10][CH:11]([C:22]2([OH:28])[CH2:23][CH2:24][CH2:25][CH2:26][CH2:27]2)[C:12]2[C:21]3[C:16](=[CH:17][CH:18]=[CH:19][CH:20]=3)[CH:15]=[CH:14][CH:13]=2)[CH2:6]1 |f:0.1.2,3.4.5|. Procedure: In an analogous manner to Example 36, 1-[2-[(3R)-3-(dimethylamino)pyrrolidin-1-yl]-1-(1-naphthyl)ethyl]cyclohexanol dihydrochloride was prepared from 1-[2-[(3R)-3-aminopyrrolidin-1-yl]-1-(1-naphthyl)ethyl]cyclohexanol (See Example 377). MS (ES) m/z 367.2; HRMS: calcd for C24H34N2O+H+, 367.27439; found (ESI, [M+H]+), 367.2735.